From a dataset of the Open Reaction Database (ORD), a public repository of structured organic reaction records. describe an organic reaction: reactants, conditions, products, and yield Reactants: ClC=1C=CC2=C(N=C(O2)NC[C@H]2N(CCC[C@H]2C)C(=O)OCC=C)C1 ((2S,3R)-allyl 2-(((5-chlorobenzo[d]oxazol-2-yl)amino)methyl)-3-methylpiperidine-1-carboxylate), NC[C@H]1N(CCC[C@H]1C)C(=O)C1=C(C=CC(=C1)C)N1N=CC(=N1)C (((2S,3R)-2-(aminomethyl)-3-methylpiperidin-1-yl)(5-methyl-2-(4-methyl-2H-1,2,3-triazol-2-yl)phenyl)methanone). Product: ClC=1C=CC2=C(N=C(O2)NC[C@H]2N(CCC[C@H]2C)C(=O)C2=C(C=CC(=C2)C)N2N=CC(=N2)C)C1 (((2S,3R)-2-(((5-Chlorobenzo[d]oxazol-2-yl)amino)methyl)-3-methylpiperidin-1-yl)(5-methyl-2-(4-methyl-2H-1,2,3-triazol-2-yl)phenyl)methanone). Reaction SMILES: [Cl:1][C:2]1[CH:3]=[CH:4][C:5]2[O:9][C:8]([NH:10][CH2:11][C@@H:12]3[C@H:17]([CH3:18])[CH2:16][CH2:15][CH2:14][N:13]3[C:19]([O:21]CC=C)=O)=[N:7][C:6]=2[CH:25]=1.NC[C@@H]1[C@H](C)CCCN1C([C:37]1[CH:42]=[C:41]([CH3:43])[CH:40]=[CH:39][C:38]=1[N:44]1[N:48]=[C:47]([CH3:49])[CH:46]=[N:45]1)=O>>[Cl:1][C:2]1[CH:3]=[CH:4][C:5]2[O:9][C:8]([NH:10][CH2:11][C@@H:12]3[C@H:17]([CH3:18])[CH2:16][CH2:15][CH2:14][N:13]3[C:19]([C:37]3[CH:42]=[C:41]([CH3:43])[CH:40]=[CH:39][C:38]=3[N:44]3[N:48]=[C:47]([CH3:49])[CH:46]=[N:45]3)=[O:21])=[N:7][C:6]=2[CH:25]=1. Procedure details: The title compound was synthesized following the same general protocol as described for (2S,3R)-allyl 2-(((5-chlorobenzo[d]oxazol-2-yl)amino)methyl)-3-methylpiperidine-1-carboxylate in Example A27, using ((2S,3R)-2-(aminomethyl)-3-methylpiperidin-1-yl)(5-methyl-2-(4-methyl-2H-1,2,3-triazol-2-yl)phenyl)methanone. ESI-MS (m/z): 479 [M+1]+. Reactants: O=C(Cl)OCc1ccccc1, [K+], [K+], NCCCCCCCCCCC(=O)O, O=C([O-])[O-], C1COCCO1, O. The product is O=C(O)CCCCCCCCCCNC(=O)OCc1ccccc1. As a reaction SMILES: [CH2:21]([c:22]1[cH:23][cH:24][cH:25][cH:26][cH:27]1)[O:28][C:29](=[O:30])[Cl:31].[K+:15].[K+:16].[NH2:1][CH2:2][CH2:3][CH2:4][CH2:5][CH2:6][CH2:7][CH2:8][CH2:9][CH2:10][CH2:11][C:12](=[O:13])[OH:14].[O-:17][C:18]([O-:19])=[O:20].[O:32]1[CH2:33][CH2:34][O:35][CH2:36][CH2:37]1.[OH2:38]>>[NH:1]([CH2:2][CH2:3][CH2:4][CH2:5][CH2:6][CH2:7][CH2:8][CH2:9][CH2:10][CH2:11][C:12](=[O:13])[OH:14])[C:29]([O:28][CH2:21][c:22]1[cH:23][cH:24][cH:25][cH:26][cH:27]1)=[O:30].